From a dataset of the Open Reaction Database (ORD), a public repository of structured organic reaction records. describe an organic reaction: reactants, conditions, products, and yield The reactants are C(C1=CC=CC=C1)N1N=C(C(=C1)CC(=O)OCC)OCC1=CC=CC=C1 (ethyl 1-benzyl-3-benzyloxy-1H-pyrazol-4-ylacetate), O1CCCC1 (tetrahydrofuran). The reagents and catalysts are [C].[Pd] (palladium-carbon). The solvent is C(C)O (ethanol). Conditions: time 2 hour. Yields the product C(C1=CC=CC=C1)N1N=C(C(=C1)CC(=O)OCC)O (ethyl 1-benzyl-3-hydroxy-1H-pyrazol-4-ylacetate). The yield is 88.2%. Reaction SMILES: [CH2:1]([N:8]1[CH:12]=[C:11]([CH2:13][C:14]([O:16][CH2:17][CH3:18])=[O:15])[C:10]([O:19]CC2C=CC=CC=2)=[N:9]1)[C:2]1[CH:7]=[CH:6][CH:5]=[CH:4][CH:3]=1.O1CCCC1>[C].[Pd].C(O)C>[CH2:1]([N:8]1[CH:12]=[C:11]([CH2:13][C:14]([O:16][CH2:17][CH3:18])=[O:15])[C:10]([OH:19])=[N:9]1)[C:2]1[CH:3]=[CH:4][CH:5]=[CH:6][CH:7]=1 |f:2.3|. Procedure details: A mixture of ethyl 1-benzyl-3-benzyloxy-1H-pyrazol-4-ylacetate (14.9 g), 5% palladium-carbon (15.0 g), tetrahydrofuran (150 ml) and ethanol (150 ml) was stirred for 2 hours under a hydrogen atmosphere. After the palladium-carbon was removed by filtration, the filtrate was concentrated to obtain ethyl 1-benzyl-3-hydroxy-1H-pyrazol-4-ylacetate (9.76 g, yield 88%) as colorless crystals. This was recrystallized from tetrahydrofuran-hexane. Melting point: 156–157° C. The reactants are C(C1=CC=CC=C1)(=O)C1=NN=NN1C (5-benzoyl-1-methyltetrazole), C(C1=CC=CC=C1)C#N (Benzyl cyanide), [N-]=[N+]=[N-].[NH4+] (ammonium azide). The product is C(C1=CC=CC=C1)C1=NN=NN1 (5-benzyltetrazole). RXN SMILES: [C:1]([C:9]1[N:13](C)[N:12]=[N:11][N:10]=1)(=O)[C:2]1[CH:7]=[CH:6][CH:5]=[CH:4][CH:3]=1.C(C#N)C1C=CC=CC=1.[N-]=[N+]=[N-].[NH4+]>>[CH2:1]([C:9]1[NH:10][N:11]=[N:12][N:13]=1)[C:2]1[CH:3]=[CH:4][CH:5]=[CH:6][CH:7]=1 |f:2.3|. Procedure: Another process for the preparation of 5-benzoyl-1-methyltetrazole is known from J. Amer. Chem. Soc. 1963, 85, 2967-2976. Benzyl cyanide is reacted with ammonium azide to give 5-benzyltetrazole and then oxidized with chromium trioxide to give 5-benzoyltetrazole. The methylation to 5-benzoyl-1-methyltetrazole takes place with diazomethane. This synthesis route is likewise disadvantageous as regards safety and economical aspects.